Dataset: the Open Reaction Database (ORD), a public repository of structured organic reaction records. Task: describe an organic reaction: reactants, conditions, products, and yield The reactants are FC1=C(N)C=CC(=C1)F (2,4-difluoroaniline), C1(CC1)(C(=O)O)C(=O)O (1,1-Cyclopropanedicarboxylic acid), S(=O)(Cl)Cl (thionyl chloride), aqueous solution, [OH-].[Na+] (sodium hydroxide). Run in O1CCCC1 (tetrahydrofuran), C(C)N(CC)CC (triethylamine), O1CCCC1 (tetrahydrofuran), O1CCCC1 (tetrahydrofuran). Product: FC1=C(C=CC(=C1)F)NC(=O)C1(CC1)C(=O)O (1-(2,4-Difluorophenylcarbamoyl)cyclopropanecarboxylic acid). As a reaction SMILES: [C:1]1([C:7]([OH:9])=[O:8])([C:4](O)=[O:5])[CH2:3][CH2:2]1.S(Cl)(Cl)=O.[F:14][C:15]1[CH:21]=[C:20]([F:22])[CH:19]=[CH:18][C:16]=1[NH2:17].[OH-].[Na+]>O1CCCC1.C(N(CC)CC)C>[F:14][C:15]1[CH:21]=[C:20]([F:22])[CH:19]=[CH:18][C:16]=1[NH:17][C:4]([C:1]1([C:7]([OH:9])=[O:8])[CH2:3][CH2:2]1)=[O:5] |f:3.4|. Yield: 63.0%. Reported procedure: 1,1-Cyclopropanedicarboxylic acid (2.5 g) was dissolved in tetrahydrofuran (25 ml) under a nitrogen atmosphere, and triethylamine (2.68 ml) was added dropwise thereto while stirring in an ice water bath. After stirring at the same temperature for 30 min, thionyl chloride (1.4 ml) was added dropwise while stirring in an ice water bath. After stirring at the same temperature for 30 min, a solution of 2,4-difluoroaniline (2.15 ml) in tetrahydrofuran (15 ml) was added while stirring in an ice water ... Starting materials: C(C1=CC=CC=C1)OC(=O)N[C@@H]1[C@@H](CN(CC1)C=1C=CC(=C(C(=O)OC)C1)OC)OC (Methyl cis(±)-5-(4-{[(benzyloxy)carbonyl]amino}-3-methoxypiperidin-1-yl)-2-methoxybenzoate), CO (methanol). Reagents/catalysts: [C].[Pd] (palladium-carbon). The solvent is C(C)(=O)OCC (ethyl acetate). Product: N[C@@H]1[C@@H](CN(CC1)C=1C=CC(=C(C(=O)OC)C1)OC)OC (Methyl cis(±)-5-(4-amino-3-methoxypiperidin-1-yl)-2-methoxybenzoate). RXN SMILES: C(OC([NH:11][C@H:12]1[CH2:17][CH2:16][N:15]([C:18]2[CH:19]=[CH:20][C:21]([O:28][CH3:29])=[C:22]([CH:27]=2)[C:23]([O:25][CH3:26])=[O:24])[CH2:14][C@H:13]1[O:30][CH3:31])=O)C1C=CC=CC=1.CO>[C].[Pd].C(OCC)(=O)C>[NH2:11][C@H:12]1[CH2:17][CH2:16][N:15]([C:18]2[CH:19]=[CH:20][C:21]([O:28][CH3:29])=[C:22]([CH:27]=2)[C:23]([O:25][CH3:26])=[O:24])[CH2:14][C@H:13]1[O:30][CH3:31] |f:2.3|. Procedure: The same operation as in Example (40e) was performed using methyl cis(±)-5-(4-{[(benzyloxy)carbonyl]amino}-3-methoxypiperidin-1-yl)-2-methoxybenzoate obtained in Example (258a) (35 mg, 0.08 mmol), a 10% palladium-carbon catalyst (9 mg), methanol (1.5 mL) and ethyl acetate (1.5 mL), to obtain the title compound. The resulting compound was used for the next reaction without purification. The reactants are CO, CO, C[O-], Cc1cc(COc2ccc(C=O)cc2)c2ccccc2n1, Cl, NO, [Na+], O. The product is Cc1cc(COc2ccc(C=NO)cc2)c2ccccc2n1. Reaction SMILES: [CH3:1][OH:2].[CH3:31][OH:32].[CH3:6][O-:7].[CH3:9][c:10]1[n:11][c:12]2[cH:13][cH:14][cH:15][cH:16][c:17]2[c:18]([CH2:20][O:21][c:22]2[cH:23][cH:24][c:25]([CH:26]=[O:27])[cH:28][cH:29]2)[cH:19]1.[ClH:3].[NH2:4][OH:5].[Na+:8].[OH2:30]>>[N:4]([OH:5])=[CH:26][c:25]1[cH:24][cH:23][c:22]([O:21][CH2:20][c:18]2[c:17]3[c:12]([n:11][c:10]([CH3:9])[cH:19]2)[cH:13][cH:14][cH:15][cH:16]3)[cH:29][cH:28]1. Starting materials: C(CCC)C1=NC2=C(N1CC1=CC=C(C=C1)OC(C1=CC=CC=C1)C(=O)OCC)C=C(C=C2)N2C(NCCC2)=O (2-n-butyl-1-[4-[(α-ethoxycarbonyl)benzyloxy]benzyl]-6-(3,4,5,6-tetrahydro-2(1H)-pyrimidinon-1-yl)-benzimidazole), [OH-].[Na+] (sodium hydroxide). Solvent: C(C)O (ethanol). Yields the product C(CCC)C1=NC2=C(N1CC1=CC=C(C=C1)OC(C1=CC=CC=C1)C(=O)O)C=C(C=C2)N2C(NCCC2)=O (2-n-Butyl-1-[4-[(α-carboxy)benzyloxy]benzyl]-6-(3,4,5,6-tetrahydro-2(1H)-pyrimidinon-1-yl)-benzimidazole). As a reaction SMILES: [CH2:1]([C:5]1[N:9]([CH2:10][C:11]2[CH:16]=[CH:15][C:14]([O:17][CH:18]([C:25]([O:27]CC)=[O:26])[C:19]3[CH:24]=[CH:23][CH:22]=[CH:21][CH:20]=3)=[CH:13][CH:12]=2)[C:8]2[CH:30]=[C:31]([N:34]3[CH2:39][CH2:38][CH2:37][NH:36][C:35]3=[O:40])[CH:32]=[CH:33][C:7]=2[N:6]=1)[CH2:2][CH2:3][CH3:4].[OH-].[Na+]>C(O)C>[CH2:1]([C:5]1[N:9]([CH2:10][C:11]2[CH:16]=[CH:15][C:14]([O:17][CH:18]([C:25]([OH:27])=[O:26])[C:19]3[CH:20]=[CH:21][CH:22]=[CH:23][CH:24]=3)=[CH:13][CH:12]=2)[C:8]2[CH:30]=[C:31]([N:34]3[CH2:39][CH2:38][CH2:37][NH:36][C:35]3=[O:40])[CH:32]=[CH:33][C:7]=2[N:6]=1)[CH2:2][CH2:3][CH3:4] |f:1.2|. Procedure details: Prepared analogously to Example 1b from 2-n-butyl-1-[4-[(α-ethoxycarbonyl)benzyloxy]benzyl]-6-(3,4,5,6-tetrahydro-2(1H)-pyrimidinon-1-yl)-benzimidazole and 1N sodium hydroxide solution in ethanol. Reactants: ClC=1N=C(C2=C(N1)C(=NC=N2)OC)N2CCS(CC2)=O (2-chloro-8-methoxy-4-(1-oxido-thiomorpholino)-pyrimido-[5,4-d]-pyrimidine), N1CCNCC1 (piperazine). Product: COC1=NC=NC2=C1N=C(N=C2N2CCS(CC2)=O)N2CCNCC2 (8-Methoxy-4-(1-oxido-thiomorpholino)-2-piperazino-pyrimido-[5,4-d]-pyrimidine). As a reaction SMILES: Cl[C:2]1[N:3]=[C:4]([N:14]2[CH2:19][CH2:18][S:17](=[O:20])[CH2:16][CH2:15]2)[C:5]2[N:11]=[CH:10][N:9]=[C:8]([O:12][CH3:13])[C:6]=2[N:7]=1.[NH:21]1[CH2:26][CH2:25][NH:24][CH2:23][CH2:22]1>>[CH3:13][O:12][C:8]1[C:6]2[N:7]=[C:2]([N:21]3[CH2:26][CH2:25][NH:24][CH2:23][CH2:22]3)[N:3]=[C:4]([N:14]3[CH2:19][CH2:18][S:17](=[O:20])[CH2:16][CH2:15]3)[C:5]=2[N:11]=[CH:10][N:9]=1. Reported procedure: This compound was prepared analogous to Example 2 from 2-chloro-8-methoxy-4-(1-oxido-thiomorpholino)-pyrimido-[5,4-d]-pyrimidine (m.p.: 218°-221° C.) and piperazine. Reactants: Cc1ccccc1, COC(=O)COc1ncccc1Oc1cc(-n2c(=O)cc(C(F)(F)F)n(C)c2=O)c(F)cc1Cl, [Na+], [Na+], O=C([O-])[O-], OCc1ccccc1. Yields the product Cn1c(C(F)(F)F)cc(=O)n(-c2cc(Oc3cccnc3OCC(=O)OCc3ccccc3)c(Cl)cc2F)c1=O. Reaction SMILES: [CH3:49][c:50]1[cH:51][cH:52][cH:53][cH:54][cH:55]1.[Cl:1][c:2]1[c:3]([O:4][c:5]2[c:6]([O:11][CH2:12][C:13](=[O:14])[O:15][CH3:16])[n:7][cH:8][cH:9][cH:10]2)[cH:17][c:18](-[n:22]2[c:23](=[O:34])[n:24]([CH3:33])[c:25]([C:29]([F:30])([F:31])[F:32])[cH:26][c:27]2=[O:28])[c:19]([F:21])[cH:20]1.[Na+:35].[Na+:36].[O-:37][C:38](=[O:39])[O-:40].[OH:41][CH2:42][c:43]1[cH:44][cH:45][cH:46][cH:47][cH:48]1>>[Cl:1][c:2]1[c:3]([O:4][c:5]2[c:6]([O:11][CH2:12][C:13](=[O:14])[O:15][CH2:16][c:43]3[cH:44][cH:45][cH:46][cH:47][cH:48]3)[n:7][cH:8][cH:9][cH:10]2)[cH:17][c:18](-[n:22]2[c:23](=[O:34])[n:24]([CH3:33])[c:25]([C:29]([F:30])([F:31])[F:32])[cH:26][c:27]2=[O:28])[c:19]([F:21])[cH:20]1. The solvent is C(Cl)Cl (methylene chloride), C(C)(C)O (isopropanol). Yield: 100.0%. The product is Cl.COC=1C=C2C(N(C=NC2=CC1OCC1CCNCC1)COC(C(C)(C)C)=O)=O (6-methoxy-7-((piperidin-4-yl)methoxy)-3-((pivaloyloxy)methyl)-3,4-dihydroquinazolin-4-one hydrochloride). Reaction SMILES: [CH3:1][O:2][C:3]1[CH:4]=[C:5]2[C:10](=[CH:11][C:12]=1[O:13][CH2:14][CH:15]1[CH2:20][CH2:19][N:18](C(OC(C)(C)C)=O)[CH2:17][CH2:16]1)[N:9]=[CH:8][N:7]([CH2:28][O:29][C:30](=[O:35])[C:31]([CH3:34])([CH3:33])[CH3:32])[C:6]2=[O:36].[ClH:37].CCOCC>C(Cl)Cl.C(O)(C)C>[ClH:37].[CH3:1][O:2][C:3]1[CH:4]=[C:5]2[C:10](=[CH:11][C:12]=1[O:13][CH2:14][CH:15]1[CH2:16][CH2:17][NH:18][CH2:19][CH2:20]1)[N:9]=[CH:8][N:7]([CH2:28][O:29][C:30](=[O:35])[C:31]([CH3:32])([CH3:33])[CH3:34])[C:6]2=[O:36] |f:5.6|. Run at time 1 hour. Procedure details: A solution of 6-methoxy-3-((pivaloyloxy)methyl)-7-((1-tert-butyloxycarbonylpiperidin-4-yl)methoxy)-3,4-dihydroquinazolin-4-one (7.9 g, 16 mmol) in methylene chloride (80 ml) containing 5.5M hydrogen chloride in isopropanol (80 ml) was stirred for 1 hour at ambient temperature. Ether was added and the solid was collected by filtration, washed with ether and dried under vacuum at 60° C. to give 6-methoxy-7-((piperidin-4-yl)methoxy)-3-((pivaloyloxy)methyl)-3,4-dihydroquinazolin-4-one hydrochloride ... Starting materials: CCOCC (Ether), COC=1C=C2C(N(C=NC2=CC1OCC1CCN(CC1)C(=O)OC(C)(C)C)COC(C(C)(C)C)=O)=O (6-methoxy-3-((pivaloyloxy)methyl)-7-((1-tert-butyloxycarbonylpiperidin-4-yl)methoxy)-3,4-dihydroquinazolin-4-one), Cl (hydrogen chloride). Starting materials: ClC=1C(N(N=CC1Cl)C1=CC=CC=C1)=O (4,5-dichloro-2-phenylpyridazin-3(2H)-one), CNN (methylhydrazine), O (water). The solvent is CO (methanol). Yields the product ClC=1C(N(N=CC1N(N)C)C1=CC=CC=C1)=O (4-chloro-2-phenyl-5-(1-methylhydrazino)-pyridazine-3(2H)-one). Reaction SMILES: [Cl:1][C:2]1[C:3](=[O:15])[N:4]([C:9]2[CH:14]=[CH:13][CH:12]=[CH:11][CH:10]=2)[N:5]=[CH:6][C:7]=1Cl.[CH3:16][NH:17][NH2:18].O>CO>[Cl:1][C:2]1[C:3](=[O:15])[N:4]([C:9]2[CH:14]=[CH:13][CH:12]=[CH:11][CH:10]=2)[N:5]=[CH:6][C:7]=1[N:17]([CH3:16])[NH2:18]. Reported procedure: To a solution consisting of 22.9 grams of 4,5-dichloro-2-phenylpyridazin-3(2H)-one in 120 grams of methanol is added 20 grams of methylhydrazine. The reactants are heated to reflux for two hours, cooled and poured into one kilogram of water. The resulting precipitate is separated by filtration, washed with water and dried. The solid is crystallized from benzene and methanol to yield 4-chloro-2-phenyl-5-(1-methylhydrazino)-pyridazine-3(2H)-one (m.p. 128° to 130° C with decomposition). Starting materials: COC(=O)c1ccc(C(=O)NN=C(C)c2nn(C)c(-c3ccc(C(C)(C)C)cc3)c2O)s1, CO, Cl, [Na+], [OH-]. Yields the product CC(=NNC(=O)c1ccc(C(=O)O)s1)c1nn(C)c(-c2ccc(C(C)(C)C)cc2)c1O. As a reaction SMILES: [C:1]([CH3:2])([CH3:3])([CH3:4])[c:5]1[cH:6][cH:7][c:8](-[c:11]2[c:12]([OH:32])[c:13]([C:17]([CH3:18])=[N:19][NH:20][C:21](=[O:22])[c:23]3[cH:24][cH:25][c:26]([C:28](=[O:29])[O:30][CH3:31])[s:27]3)[n:14][n:15]2[CH3:16])[cH:9][cH:10]1.[CH3:36][OH:37].[ClH:35].[Na+:34].[OH-:33]>>[C:1]([CH3:2])([CH3:3])([CH3:4])[c:5]1[cH:6][cH:7][c:8](-[c:11]2[c:12]([OH:32])[c:13]([C:17]([CH3:18])=[N:19][NH:20][C:21](=[O:22])[c:23]3[cH:24][cH:25][c:26]([C:28](=[O:29])[OH:30])[s:27]3)[n:14][n:15]2[CH3:16])[cH:9][cH:10]1. Procedure details: A mixture of 6-chloro-N-(6-(2-methylpyrrolidin-1-yl)pyridin-2-yl)imidazo[1,2-b]pyridazin-8-amine (0.05 g, 0.15 mmol), 4-hydroxyphenylboronic acid (0.025 g, 4 mmol), Pd(dba)2 (0.02 g, 0.035 mmol), X-Phos (0.02 g, 0.042 mmol) and Na2CO3 (0.032 g, 0.3 mmol) in dioxane/H2O (20 mL/2 mL) was stirred at 95° C. for 18 h under N2. The solvent was removed in vacuo and the residue purified by chromatography (silica gel, petroleum ether/ethyl acetate 3:1) to give 4-(8-(6-(2-methylpyrrolidin-1-yl)pyridin-2-y... The reagents and catalysts are C=1C=CC(=CC1)/C=C/C(=O)/C=C/C2=CC=CC=C2.C=1C=CC(=CC1)/C=C/C(=O)/C=C/C2=CC=CC=C2.[Pd] (Pd(dba)2). Solvent: O1CCOCC1.O (dioxane H2O). Reactants: ClC=1C=C(C=2N(N1)C=CN2)NC2=NC(=CC=C2)N2C(CCC2)C (6-chloro-N-(6-(2-methylpyrrolidin-1-yl)pyridin-2-yl)imidazo[1,2-b]pyridazin-8-amine), OC1=CC=C(C=C1)B(O)O (4-hydroxyphenylboronic acid), CC(C)C1=CC(=C(C(=C1)C(C)C)C2=C(C=CC=C2)P(C3CCCCC3)C4CCCCC4)C(C)C (X-Phos), C(=O)([O-])[O-].[Na+].[Na+] (Na2CO3). RXN SMILES: Cl[C:2]1[CH:3]=[C:4]([NH:11][C:12]2[CH:17]=[CH:16][CH:15]=[C:14]([N:18]3[CH2:22][CH2:21][CH2:20][CH:19]3[CH3:23])[N:13]=2)[C:5]2[N:6]([CH:8]=[CH:9][N:10]=2)[N:7]=1.[OH:24][C:25]1[CH:30]=[CH:29][C:28](B(O)O)=[CH:27][CH:26]=1.CC(C1C=C(C(C)C)C(C2C=CC=CC=2P(C2CCCCC2)C2CCCCC2)=C(C(C)C)C=1)C.C([O-])([O-])=O.[Na+].[Na+]>O1CCOCC1.O.C1C=CC(/C=C/C(/C=C/C2C=CC=CC=2)=O)=CC=1.C1C=CC(/C=C/C(/C=C/C2C=CC=CC=2)=O)=CC=1.[Pd]>[CH3:23][CH:19]1[CH2:20][CH2:21][CH2:22][N:18]1[C:14]1[N:13]=[C:12]([NH:11][C:4]2[C:5]3[N:6]([CH:8]=[CH:9][N:10]=3)[N:7]=[C:2]([C:28]3[CH:29]=[CH:30][C:25]([OH:24])=[CH:26][CH:27]=3)[CH:3]=2)[CH:17]=[CH:16][CH:15]=1 |f:3.4.5,6.7,8.9.10|. The yield is 51.8%. Run at temperature 95 celsius, time 18 hour. Yields the product CC1N(CCC1)C1=CC=CC(=N1)NC=1C=2N(N=C(C1)C1=CC=C(C=C1)O)C=CN2 (4-(8-(6-(2-methylpyrrolidin-1-yl)pyridin-2-ylamino)imidazo[1,2-b]pyridazin-6-yl)phenol).